describe an organic reaction: reactants, conditions, products, and yield From a dataset of the Open Reaction Database (ORD), a public repository of structured organic reaction records. Reactants: C#CCOc1ccc(CCNOC(=O)c2ccccc2)cc1OC, CCN(C(C)C)C(C)C, O=C(O)Cc1ccc(Cl)cc1, CN(C)C=O, O. Product: C#CCOc1ccc(CCN(OC(=O)c2ccccc2)C(=O)Cc2ccc(Cl)cc2)cc1OC. RXN SMILES: [C:12]([c:13]1[cH:14][cH:15][cH:16][cH:17][cH:18]1)(=[O:19])[O:20][NH:21][CH2:22][CH2:23][c:24]1[cH:25][c:26]([O:34][CH3:35])[c:27]([O:30][CH2:31][C:32]#[CH:33])[cH:28][cH:29]1.[CH2:36]([N:37]([CH:38]([CH3:39])[CH3:40])[CH:41]([CH3:42])[CH3:43])[CH3:44].[Cl:1][c:2]1[cH:3][cH:4][c:5]([CH2:8][C:9](=[O:10])[OH:11])[cH:6][cH:7]1.[O:46]=[CH:47][N:48]([CH3:49])[CH3:50].[OH2:45]>>[Cl:1][c:2]1[cH:3][cH:4][c:5]([CH2:8][C:9](=[O:11])[N:21]([O:20][C:12]([c:13]2[cH:14][cH:15][cH:16][cH:17][cH:18]2)=[O:19])[CH2:22][CH2:23][c:24]2[cH:25][c:26]([O:34][CH3:35])[c:27]([O:30][CH2:31][C:32]#[CH:33])[cH:28][cH:29]2)[cH:6][cH:7]1. The reactants are B(Cl)(Cl)Cl (Boron trichloride), COC=1C=CC2=C(SC(=C2C(=O)C2=CC=C(C=C2)OCCN2CCCCC2)C2=CC=C(C=C2)OC)C1 ([6-methoxy-2-(4-methoxyphenyl)-benzo-[b]-thien-3-yl] [4-[2-(1-piperidinyl)ethoxy]phenyl] methanone), CO (methanol), CO (Methanol). Run in ClCCCl (1,2-dichloroethane). Run at temperature 35 celsius, time 16 hour. Yields the product OC=1C=CC2=C(SC(=C2C(C2=CC=C(C=C2)OCCN2CCCCC2)=O)C2=CC=C(C=C2)O)C1 (6-Hydroxy-2-(4-Hydroxyphenyl)-3-[4(2-Piperidinoethoxy)benzoyl]benzo[b]thiophene). Yield: 85.5%. RXN SMILES: B(Cl)(Cl)Cl.C[O:6][C:7]1[CH:8]=[CH:9][C:10]2[C:14]([C:15]([C:17]3[CH:22]=[CH:21][C:20]([O:23][CH2:24][CH2:25][N:26]4[CH2:31][CH2:30][CH2:29][CH2:28][CH2:27]4)=[CH:19][CH:18]=3)=[O:16])=[C:13]([C:32]3[CH:37]=[CH:36][C:35]([O:38]C)=[CH:34][CH:33]=3)[S:12][C:11]=2[CH:40]=1.CO>ClCCCl>[OH:6][C:7]1[CH:8]=[CH:9][C:10]2[C:14]([C:15](=[O:16])[C:17]3[CH:18]=[CH:19][C:20]([O:23][CH2:24][CH2:25][N:26]4[CH2:27][CH2:28][CH2:29][CH2:30][CH2:31]4)=[CH:21][CH:22]=3)=[C:13]([C:32]3[CH:33]=[CH:34][C:35]([OH:38])=[CH:36][CH:37]=3)[S:12][C:11]=2[CH:40]=1. Procedure details: Boron trichloride gas is condensed into a cold graduated cylinder (2.8 ml), and added to a solution of [6-methoxy-2-(4-methoxyphenyl)-benzo-[b]-thien-3-yl] [4-[2-(1-piperidinyl)ethoxy]phenyl] methanone (6.37 g, 12.7 mmol) in 52 ml of 1,2-dichloroethane. The resulting solution is heated to 35° C. After about 16 hours the reaction is complete. Methanol (30 ml) is added to the reaction mixture over a 20 minute period, causing the methanol to reflux. The resulting slurry was stirred at 25° C. After ...